From a dataset of the Open Reaction Database (ORD), a public repository of structured organic reaction records. describe an organic reaction: reactants, conditions, products, and yield Starting materials: C1(CC1)C=1C(=CC(=NC1)C(=O)O)O[C@H](C(F)(F)F)C (5-Cyclopropyl-4-((S)-2,2,2-trifluoro-1-methyl-ethoxy)-pyridine-2-carboxylic acid), NC1(COC1)CC(=O)NC (2-(3-aminooxetan-3-yl)-N-methyl-acetamide). Product: C1(CC1)C=1C(=CC(=NC1)C(=O)NC1(COC1)CC(=O)NC)O[C@H](C(F)(F)F)C (5-cyclopropyl-N-[3-[2-(methylamino)-2-oxoethyl]oxetan-3-yl]-4-[(2S)-1,1,1-trifluoropropan-2-yl]oxypyridine-2-carboxamide). Reaction SMILES: [CH:1]1([C:4]2[C:5]([O:13][C@@H:14]([CH3:19])[C:15]([F:18])([F:17])[F:16])=[CH:6][C:7]([C:10]([OH:12])=O)=[N:8][CH:9]=2)[CH2:3][CH2:2]1.[NH2:20][C:21]1([CH2:25][C:26]([NH:28][CH3:29])=[O:27])[CH2:24][O:23][CH2:22]1>>[CH:1]1([C:4]2[C:5]([O:13][C@@H:14]([CH3:19])[C:15]([F:18])([F:17])[F:16])=[CH:6][C:7]([C:10]([NH:20][C:21]3([CH2:25][C:26]([NH:28][CH3:29])=[O:27])[CH2:24][O:23][CH2:22]3)=[O:12])=[N:8][CH:9]=2)[CH2:2][CH2:3]1. Procedure details: The title compound was synthesized in analogy to Example 112e, using 5-Cyclopropyl-4-((S)-2,2,2-trifluoro-1-methyl-ethoxy)-pyridine-2-carboxylic acid (Example 68a) and 2-(3-aminooxetan-3-yl)-N-methyl-acetamide (example 231a) as starting materials and isolated (25 mg, 43%); MS (ESI, m/z): 402.6 (M+H+).